The task is: describe an organic reaction: reactants, conditions, products, and yield. This data is from the Open Reaction Database (ORD), a public repository of structured organic reaction records. The reactants are ( c ), C(C1=CC=CC=C1)OC(=O)C(CS(=O)(=O)C(C(=O)Cl)(C)C)CC1=CC=CC=C1 ((RS)-2-[[2-[(benzyloxy)carbonyl]-3-phenylpropyl]sulfonyl]-2-methylpropionyl chloride), C(C)OCCOCCO (diethylene glycol monoethyl ether). Run in N1=CC=CC=C1 (pyridine). The product is C(C)OCCOCCOC(=O)C(C)(C)S(=O)(=O)CC(C(=O)OCC1=CC=CC=C1)CC1=CC=CC=C1 (benzyl rac-α-[[[1-[[2-(2-ethoxyethoxy)ethoxy]carbonyl]-1-methylethyl]sulfonyl]methyl]hydrocinnamate). As a reaction SMILES: [CH2:1]([O:8][C:9]([CH:11]([CH2:22][C:23]1[CH:28]=[CH:27][CH:26]=[CH:25][CH:24]=1)[CH2:12][S:13]([C:16]([CH3:21])([CH3:20])[C:17](Cl)=[O:18])(=[O:15])=[O:14])=[O:10])[C:2]1[CH:7]=[CH:6][CH:5]=[CH:4][CH:3]=1.[CH2:29]([O:31][CH2:32][CH2:33][O:34][CH2:35][CH2:36][OH:37])[CH3:30]>N1C=CC=CC=1>[CH2:29]([O:31][CH2:32][CH2:33][O:34][CH2:35][CH2:36][O:37][C:17]([C:16]([S:13]([CH2:12][CH:11]([CH2:22][C:23]1[CH:24]=[CH:25][CH:26]=[CH:27][CH:28]=1)[C:9]([O:8][CH2:1][C:2]1[CH:3]=[CH:4][CH:5]=[CH:6][CH:7]=1)=[O:10])(=[O:14])=[O:15])([CH3:21])[CH3:20])=[O:18])[CH3:30]. Procedure details: In an analogous manner to that of Example 2, paragraph (c), by reacting (RS)-2-[[2-[(benzyloxy)carbonyl]-3-phenylpropyl]sulfonyl]-2-methylpropionyl chloride and diethylene glycol monoethyl ether in pyridine there was obtained benzyl rac-α-[[[1-[[2-(2-ethoxyethoxy)ethoxy]carbonyl]-1-methylethyl]sulfonyl]methyl]hydrocinnamate as a colourless oil, MS: 385 (M-COObenzyl)+. Starting materials: NC=1C=C(C(=O)OC)C=CC1 (Methyl 3-aminobenzoate), OC1=CC(OC(=C1)C)=O (4-hydroxy-6-methyl-2-pyrone). The solvent is ClC1=C(C=CC=C1)Cl (1,2-dichlorobenzene). Reaction conditions: temperature 165 celsius. The product is OC1=CC(N(C(=C1)C)C=1C=C(C(=O)OC)C=CC1)=O (methyl 3-(4-hydroxy-6-methyl-2-oxopyridin-1(2H)-yl)benzoate). The yield is 15.7%. As a reaction SMILES: [NH2:1][C:2]1[CH:3]=[C:4]([CH:9]=[CH:10][CH:11]=1)[C:5]([O:7][CH3:8])=[O:6].[OH:12][C:13]1[CH:18]=[C:17]([CH3:19])[O:16][C:15](=O)[CH:14]=1>ClC1C=CC=CC=1Cl>[OH:12][C:13]1[CH:18]=[C:17]([CH3:19])[N:1]([C:2]2[CH:3]=[C:4]([CH:9]=[CH:10][CH:11]=2)[C:5]([O:7][CH3:8])=[O:6])[C:15](=[O:16])[CH:14]=1. Procedure details: Methyl 3-aminobenzoate (75.00 g, 496.13 mmol) and 4-hydroxy-6-methyl-2-pyrone (62.57 g, 496.13 mmol) were suspended in 1,2-dichlorobenzene (150 mL) and heated to 165° C. for 15 minutes. The reaction was cooled to room temperature and extracted with 0.54M K2CO3 (4×250 mL). The aqueous layers were acidified (pH 2) with 4N HCl. The precipitate was collected by filtration to afford a yellow-orange solid (20.24 g, 16%). The resulting filtrate was extracted with ethyl acetate (3×1 L). The organic laye... RXN SMILES: CC([O-])(C)C.[K+].[C:7]([CH2:9][C:10]([NH2:12])=[O:11])#[N:8].[CH3:13][C:14](=O)/[CH:15]=[CH:16]/[CH2:17][CH2:18][CH3:19].O=O.Cl>CS(C)=O.O>[CH3:13][C:14]1[NH:12][C:10](=[O:11])[C:9]([C:7]#[N:8])=[C:16]([CH2:17][CH2:18][CH3:19])[CH:15]=1 |f:0.1|. Reactants: CC(C)(C)[O-].[K+] (t-BuOK), C(#N)CC(=O)N (cyanoacetamide), CC(\C=C\CCC)=O ((3E)-3-hepten-2-one), Cl (HCl), CC(C)(C)[O-].[K+] (t-BuOK), O=O (oxygen). Reported procedure: To a stirred solution of t-BuOK (20 g, 178.5 mmol) and cyanoacetamide (16.5 g, 196 mmol) in DMSO (300 mL) was added (3E)-3-hepten-2-one (20 g, 178.3 mmol) under argon atmosphere at room temperature. The reaction mixture was stirred at room temperature for 30 min and then additional t-BuOK (60 g, 535.7 mmol) was added to the reaction mixture. The argon was then displaced by oxygen gas and stirred for 48 hrs at room temperature under oxygen. Reaction mixture was cooled to 0° C. and diluted with wa... Solvent: CS(=O)C (DMSO), O (water). Yields the product CC1=CC(=C(C(N1)=O)C#N)CCC (1,2-dihydro-6-methyl-2-oxo-4-propylpyridine-3-carbonitrile), solid. Isolated yield 38.0%. Conditions: time 30 minute.